From a dataset of the Open Reaction Database (ORD), a public repository of structured organic reaction records. describe an organic reaction: reactants, conditions, products, and yield Reactants: Brc1cccc(Br)c1, CC(C)(C)[O-], Cc1ccccc1, CN(C)C(=O)C1CNCCO1, ClCCl, [Na+], O=C(C=Cc1ccccc1)C=Cc1ccccc1, O=C(C=Cc1ccccc1)C=Cc1ccccc1, O=C(C=Cc1ccccc1)C=Cc1ccccc1, [Pd], [Pd]. Yields the product CN(C)C(=O)C1CN(c2cccc(Br)c2)CCO1. Reaction SMILES: [Br:1][c:2]1[cH:3][cH:4][cH:5][c:6]([Br:7])[cH:8]1.[CH3:20][C:21]([CH3:22])([O-:23])[CH3:24].[CH3:26][c:27]1[cH:28][cH:29][cH:30][cH:31][cH:32]1.[CH3:9][N:10]([C:11](=[O:12])[CH:13]1[O:14][CH2:15][CH2:16][NH:17][CH2:18]1)[CH3:19].[Cl:33][CH2:34][Cl:35].[Na+:25].[O:38]=[C:39]([CH:40]=[CH:41][c:42]1[cH:43][cH:44][cH:45][cH:46][cH:47]1)[CH:48]=[CH:49][c:50]1[cH:51][cH:52][cH:53][cH:54][cH:55]1.[O:56]=[C:57]([CH:58]=[CH:59][c:60]1[cH:61][cH:62][cH:63][cH:64][cH:65]1)[CH:66]=[CH:67][c:68]1[cH:69][cH:70][cH:71][cH:72][cH:73]1.[O:74]=[C:75]([CH:76]=[CH:77][c:78]1[cH:79][cH:80][cH:81][cH:82][cH:83]1)[CH:84]=[CH:85][c:86]1[cH:87][cH:88][cH:89][cH:90][cH:91]1.[Pd:36].[Pd:37]>>[c:2]1([N:17]2[CH2:16][CH2:15][O:14][CH:13]([C:11]([N:10]([CH3:9])[CH3:19])=[O:12])[CH2:18]2)[cH:3][cH:4][cH:5][c:6]([Br:7])[cH:8]1.